From a dataset of the Open Reaction Database (ORD), a public repository of structured organic reaction records. describe an organic reaction: reactants, conditions, products, and yield Starting materials: CCOCCO, COc1cccc2c(Cl)c(C#N)cnc12, Cl, Nc1ccc(Cl)cc1F, c1ccncc1. Yields the product COc1cccc2c(Nc3ccc(Cl)cc3F)c(C#N)cnc12. RXN SMILES: [CH3:32][CH2:33][O:34][CH2:35][CH2:36][OH:37].[Cl:1][c:2]1[c:3]([C:14]#[N:15])[cH:4][n:5][c:6]2[c:7]([O:12][CH3:13])[cH:8][cH:9][cH:10][c:11]12.[ClH:16].[F:23][c:24]1[c:25]([NH2:26])[cH:27][cH:28][c:29]([Cl:31])[cH:30]1.[n:17]1[cH:18][cH:19][cH:20][cH:21][cH:22]1>>[c:2]1([NH:26][c:25]2[c:24]([F:23])[cH:30][c:29]([Cl:31])[cH:28][cH:27]2)[c:3]([C:14]#[N:15])[cH:4][n:5][c:6]2[c:7]([O:12][CH3:13])[cH:8][cH:9][cH:10][c:11]12. Reactants: [Li]CCCC, CCOCC, COCCOCOCc1c(OC)ccc2c1Oc1cc(OC)ccc1N2C, O=CN1CCCCC1, Cl, C1CCOC1. Product: COCCOCOCc1c(OC)ccc2c1Oc1c(ccc(OC)c1CO)N2C. RXN SMILES: [CH2:1]([Li:2])[CH2:3][CH2:4][CH3:5].[CH3:47][CH2:48][O:49][CH2:50][CH3:51].[CH3:6][O:7][c:8]1[cH:9][cH:10][c:11]2[c:12]([c:24]1[CH2:25][O:26][CH2:27][O:28][CH2:29][CH2:30][O:31][CH3:32])[O:13][c:14]1[c:15]([cH:18][cH:19][c:20]([O:22][CH3:23])[cH:21]1)[N:16]2[CH3:17].[CH:33](=[O:34])[N:35]1[CH2:36][CH2:37][CH2:38][CH2:39][CH2:40]1.[ClH:41].[O:42]1[CH2:43][CH2:44][CH2:45][CH2:46]1>>[CH3:6][O:7][c:8]1[cH:9][cH:10][c:11]2[c:12]([c:24]1[CH2:25][O:26][CH2:27][O:28][CH2:29][CH2:30][O:31][CH3:32])[O:13][c:14]1[c:15]([cH:18][cH:19][c:20]([O:22][CH3:23])[c:21]1[CH2:33][OH:34])[N:16]2[CH3:17]. Reactants: ClC1=CC(=CC=C1)C(=O)OO (m-chloroperbenzoic acid), COC1=NC2=CC=C(C=C2C=C1)C1=CC=C(C=C1)SC (2-methoxy-6-[4-methylthiophenyl]quinoline). Solvent: ClCCl (dichloromethane), ClCCl (dichloromethane), ClCCl (dichloromethane). Yields the product COC1=NC2=CC=C(C=C2C=C1)C1=CC=C(C=C1)S(=O)C (2-Methoxy-6-[4-methylsulphinylphenyl]quinoline). As a reaction SMILES: ClC1C=CC=C(C(OO)=[O:9])C=1.[CH3:12][O:13][C:14]1[CH:23]=[CH:22][C:21]2[C:16](=[CH:17][CH:18]=[C:19]([C:24]3[CH:29]=[CH:28][C:27]([S:30][CH3:31])=[CH:26][CH:25]=3)[CH:20]=2)[N:15]=1>ClCCl>[CH3:12][O:13][C:14]1[CH:23]=[CH:22][C:21]2[C:16](=[CH:17][CH:18]=[C:19]([C:24]3[CH:29]=[CH:28][C:27]([S:30]([CH3:31])=[O:9])=[CH:26][CH:25]=3)[CH:20]=2)[N:15]=1. Procedure details: A solution of m-chloroperbenzoic acid (0.56 g) in dichloromethane (5 cm3) was added dropwise at -70° to a stirred solution of 2-methoxy-6-[4-methylthiophenyl]quinoline (0.7 g) in dichloromethane (10 cm3). The mixture was warmed to room temperature over 1 hour, taken into dichloromethane (25 cm3) and washed with sodium carbonate solution (10 cm3). The organic phase was dried (MgSO4) and evaporated and the residue was chromatographed on silica (Merck "MK 60.9385" [Trade Mark]) eluting with chlorof... RXN SMILES: [N+:1]([C:4]1[CH:11]=[CH:10][C:7]([CH2:8]Br)=[CH:6][CH:5]=1)([O-:3])=[O:2].[CH3:12][S:13]([O-:15])=[O:14].[Na+]>CN(C)C=O.O>[CH3:12][S:13]([CH2:8][C:7]1[CH:10]=[CH:11][C:4]([N+:1]([O-:3])=[O:2])=[CH:5][CH:6]=1)(=[O:15])=[O:14] |f:1.2|. Yields the product CS(=O)(=O)CC1=CC=C(C=C1)[N+](=O)[O-] (1-(methylsulfonylmethyl)-4-nitrobenzene). Procedure: To a solution of 4-nitrobenzyl bromide (10.02 g, 46.4 mmol) in dimethylformamide (25 mL) was added sodium methanesulfinate (7.10 g, 69.6 mmol). The reaction mixture was stirred at 65° C. for 1 hour. The reaction mixture was cooled to room temperature, diluted with water, stirred for 10 minutes and filtered to give the title compound (9.27 g, 93%). Reactants: [N+](=O)([O-])C1=CC=C(CBr)C=C1 (4-nitrobenzyl bromide), CS(=O)[O-].[Na+] (sodium methanesulfinate). Run at temperature 65 celsius, time 1 hour. The yield is 92.8%. The solvent is O (water), CN(C=O)C (dimethylformamide). The reactants are FC1=CC=C(C=C1)NC1=C(N=C2N1C=CN=C2)C2=CC=C(C=C2)F (N,2-bis(4-fluorophenyl)imidazo[1,2-a]pyrazin-3-amine). Reagents/catalysts: [Pd] (Pd/C). The solvent is CO (MeOH). Reaction conditions: time 8 hour. Product: FC1=CC=C(C=C1)NC1=C(N=C2N1CCNC2)C2=CC=C(C=C2)F (N,2-bis(4-fluorophenyl)-5,6,7,8-tetrahydroimidazo[1,2-a]pyrazin-3-amine). Reaction SMILES: [F:1][C:2]1[CH:7]=[CH:6][C:5]([NH:8][C:9]2[N:13]3[CH:14]=[CH:15][N:16]=[CH:17][C:12]3=[N:11][C:10]=2[C:18]2[CH:23]=[CH:22][C:21]([F:24])=[CH:20][CH:19]=2)=[CH:4][CH:3]=1>CO.[Pd]>[F:1][C:2]1[CH:3]=[CH:4][C:5]([NH:8][C:9]2[N:13]3[CH2:14][CH2:15][NH:16][CH2:17][C:12]3=[N:11][C:10]=2[C:18]2[CH:23]=[CH:22][C:21]([F:24])=[CH:20][CH:19]=2)=[CH:6][CH:7]=1. Reported procedure: Example 28 was synthesized by the following way: to a stirred solution of Example 26 (761 mg, 2.36 mmol) in 10 mL of MeOH was added Pd/C (258 mg, 0.24 mmol). The reaction mixture was evacuated and back filled with H2. The reaction mixture was stirred at room temperature overnight. The solid was filtered off and solvent was removed. The product was subjected to mass-triggered HPLC purification. The obtained MeCN/water solution was combined and concentrated to give the final product as yellow oil ...